From a dataset of the Open Reaction Database (ORD), a public repository of structured organic reaction records. describe an organic reaction: reactants, conditions, products, and yield Reactants: C(C)OC(C(C(=O)OCC)(CO)CO)=O (diethyl-bis-(hydroxymethyl)malonate), P(O)(O)(O)=O (phosphoric acid), CC(=O)C (acetone). Run in C1=CC=CC=C1 (benzene). Product: CC1(OCC(CO1)(C(=O)OCC)C(=O)OCC)C (2,2-Dimethyl-5,5-Dicarbethoxy-1,3-Dioxane). The yield is 87.0%. As a reaction SMILES: [CH2:1]([O:3][C:4](=[O:15])[C:5]([CH2:13][OH:14])([CH2:11][OH:12])[C:6]([O:8][CH2:9][CH3:10])=[O:7])[CH3:2].P(=O)(O)(O)O.[CH3:21][C:22]([CH3:24])=O>C1C=CC=CC=1>[CH3:21][C:22]1([CH3:24])[O:12][CH2:11][C:5]([C:4]([O:3][CH2:1][CH3:2])=[O:15])([C:6]([O:8][CH2:9][CH3:10])=[O:7])[CH2:13][O:14]1. Procedure: To diethyl-bis-(hydroxymethyl)malonate (50 g) in acetone (50 ml) and benzene (200 ml) is added phosphoric acid (10 g). . The mixture is refluxed while stirring and separating water which distills. When water evolution is complete, the reaction mixture is cooled and the organic layer is separated, stirred with solid sodium carbonate (10 g), filtered and evaporated to give the title product (52 g) (87%) nD26 1.4412.